Dataset: the Open Reaction Database (ORD), a public repository of structured organic reaction records. Task: describe an organic reaction: reactants, conditions, products, and yield Starting materials: CN(CC(C1=CC=NC=C1)(C)C)C (N,N,β,β-tetramethyl-4-pyridineethanamine), [H][H] (hydrogen), [OH-].[Na+] (sodium hydroxide). Reagents/catalysts: [Pt](=O)=O (platinum dioxide). The solvent is C(C)(=O)O (acetic acid). Product: CN(CC(C1CCNCC1)(C)C)C (N,N,β,β-tetramethyl-4-piperidineethanamine). Isolated yield 93.7%. RXN SMILES: [CH3:1][N:2]([CH3:13])[CH2:3][C:4]([CH3:12])([CH3:11])[C:5]1[CH:10]=[CH:9][N:8]=[CH:7][CH:6]=1.[H][H].[OH-].[Na+]>C(O)(=O)C.[Pt](=O)=O>[CH3:13][N:2]([CH3:1])[CH2:3][C:4]([CH3:11])([CH3:12])[CH:5]1[CH2:10][CH2:9][NH:8][CH2:7][CH2:6]1 |f:2.3|. Procedure details: A solution of 2 g (1.1×10-2 mole ) of N,N,β,β-tetramethyl-4-pyridineethanamine in 400 ml of acetic acid was hydrogenated in a Parr's apparatus at 50° C. at a hydrogen pressure of 3.106Pa in the presence of platinum dioxide. After eliminating the catalyst by filtering, the solvents were evaporated off under reduced pressure. The residue obtained was taken up in an aqueous 30% sodium hydroxide solution and extracted with methylene chloride. The organic phase was washed, dried over magnesium sulpha... Reactants: N(=[N+]=[N-])[C@@H]1C(CC2CC[C@H]3[C@@H]4CC[C@H]([C@@H](CCCC(C)C)C)[C@]4(CC[C@@H]3[C@]2(C1)C)C)O (2β-azido-cholestane-3-ol), [H-].[Al+3].[Li+].[H-].[H-].[H-] (lithium aluminium hydride), CCOCC (ether). Solvent: O (water). The product is N[C@@H]1C(CC2CC[C@H]3[C@@H]4CC[C@H]([C@@H](CCCC(C)C)C)[C@]4(CC[C@@H]3[C@]2(C1)C)C)O (2β-Amino-cholestane-3-ol). Reaction SMILES: [N:1]([C@H:4]1[CH2:28][C@@:27]2([CH3:29])[CH:7]([CH2:8][CH2:9][C@@H:10]3[C@@H:26]2[CH2:25][CH2:24][C@@:23]2([CH3:30])[C@H:11]3[CH2:12][CH2:13][C@@H:14]2[C@H:15]([CH3:22])[CH2:16][CH2:17][CH2:18][CH:19]([CH3:21])[CH3:20])[CH2:6][CH:5]1[OH:31])=[N+]=[N-].[H-].[Al+3].[Li+].[H-].[H-].[H-].CCOCC>O>[NH2:1][C@H:4]1[CH2:28][C@@:27]2([CH3:29])[CH:7]([CH2:8][CH2:9][C@@H:10]3[C@@H:26]2[CH2:25][CH2:24][C@@:23]2([CH3:30])[C@H:11]3[CH2:12][CH2:13][C@@H:14]2[C@H:15]([CH3:22])[CH2:16][CH2:17][CH2:18][CH:19]([CH3:21])[CH3:20])[CH2:6][CH:5]1[OH:31] |f:1.2.3.4.5.6|. Procedure: 4 g 2β-azido-cholestane-3-ol and 0.2 g lithium aluminium hydride are stirred in 50 ml abs. ether for one day at room temperature. After careful decomposition with water and repeated ether extraction, the combined ethereal solutions are washed with water, dried over sodium sulfate and the solvent is reduced to 50 ml. Upon introduction of hydrogen chloride, the corresponding hydrochloride crystallizes out in the form of colorless needles which, after recrystallization from acidified methanol, melt... The reactants are CCN(C(C)C)C(C)C (DIPEA), FC(C=1C=C(C=C(C1)C(F)(F)F)C1=NN(C=N1)\C=C/C(=O)O)(F)F ((Z)-3-(3-(3,5-bis(trifluoromethyl)phenyl)-1H-1,2,4-triazol-1-yl)acrylic acid), C(CC)P1(OP(OP(O1)(=O)CCC)(=O)CCC)=O (T3P), O1CCN(CC1)CC(=O)NN (2-morpholinoacetohydrazide). Solvent: C(Cl)Cl (CH2Cl2), CCOC(=O)C (EtOAc). Run at temperature -60 celsius, time 1 hour. Product: FC(C=1C=C(C=C(C1)C(F)(F)F)C1=NN(C=N1)\C=C/C(=O)N(N)C(CN1CCOCC1)=O)(F)F ((Z)-3-(3-(3,5-bis(trifluoromethyl)phenyl)-1H-1,2,4-triazol-1-yl)-N-(2-morpholinoacetyl)acrylohydrazide). Isolated yield 14.3%. Reaction SMILES: [F:1][C:2]([F:24])([F:23])[C:3]1[CH:4]=[C:5]([C:13]2[N:17]=[CH:16][N:15](/[CH:18]=[CH:19]\[C:20](O)=[O:21])[N:14]=2)[CH:6]=[C:7]([C:9]([F:12])([F:11])[F:10])[CH:8]=1.[O:25]1[CH2:30][CH2:29][N:28]([CH2:31][C:32]([NH:34][NH2:35])=[O:33])[CH2:27][CH2:26]1.C(P1(=O)OP(CCC)(=O)OP(CCC)(=O)O1)CC.CCN(C(C)C)C(C)C>C(Cl)Cl.CCOC(C)=O>[F:24][C:2]([F:1])([F:23])[C:3]1[CH:4]=[C:5]([C:13]2[N:17]=[CH:16][N:15](/[CH:18]=[CH:19]\[C:20]([N:34]([C:32](=[O:33])[CH2:31][N:28]3[CH2:29][CH2:30][O:25][CH2:26][CH2:27]3)[NH2:35])=[O:21])[N:14]=2)[CH:6]=[C:7]([C:9]([F:12])([F:10])[F:11])[CH:8]=1. Reported procedure: In a 50 mL, 3-neck round-bottom flask, (Z)-3-(3-(3,5-bis(trifluoromethyl)phenyl)-1H-1,2,4-triazol-1-yl)acrylic acid (Example 1, Step 4; 0.5 g, 1.0 eq.) was dissolved in CH2Cl2:EtOAc (20 mL, 2:1) and cooled to −60° C. where 2-morpholinoacetohydrazide (0.23 g, 1.0 eq.) was introduced dropwise. T3P (50% in EtOAc) (1.27 mL, 1.5 eq.) was added dropwise followed by DIPEA (0.96 mL, 2 eq.) and the reaction mixture was stirred for 1 h at −60° C. The reaction mixture was concentrated under reduced pressur...